Task: describe an organic reaction: reactants, conditions, products, and yield. Dataset: the Open Reaction Database (ORD), a public repository of structured organic reaction records Reactants: BrC1=NC=CC=C1C(=O)C1=C(C=CC=C1)Cl ((2-bromo-pyridin-3-yl)-(2-chloro-phenyl)-methanone), FC(C=1C=C(CN2N=NC(=C2C)[Sn](CCCC)(CCCC)CCCC)C=C(C1)C(F)(F)F)(F)F (1-(3,5-bis-trifluoromethyl-benzyl)-5-methyl-4-tributylstannanyl-1H-[1,2,3]triazole), dichlorobis(triphenylphosphine) palladium. The solvent is CN(C)C=O (DMF). Run at temperature 80 celsius. The product is FC(C=1C=C(CN2N=NC(=C2C)C2=NC=CC=C2C(=O)C2=C(C=CC=C2)Cl)C=C(C1)C(F)(F)F)(F)F ({2-[1-(3,5-bis-trifluoromethyl-benzyl)-5-methyl-1H-[1,2,3]triazol-4-yl]-pyridin-3-yl}-(2-chloro-phenyl)-methanone). The yield is 54.1%. Reaction SMILES: Br[C:2]1[C:7]([C:8]([C:10]2[CH:15]=[CH:14][CH:13]=[CH:12][C:11]=2[Cl:16])=[O:9])=[CH:6][CH:5]=[CH:4][N:3]=1.[F:17][C:18]([F:50])([F:49])[C:19]1[CH:20]=[C:21]([CH:42]=[C:43]([C:45]([F:48])([F:47])[F:46])[CH:44]=1)[CH2:22][N:23]1[C:27]([CH3:28])=[C:26]([Sn](CCCC)(CCCC)CCCC)[N:25]=[N:24]1>CN(C=O)C>[F:50][C:18]([F:17])([F:49])[C:19]1[CH:20]=[C:21]([CH:42]=[C:43]([C:45]([F:48])([F:47])[F:46])[CH:44]=1)[CH2:22][N:23]1[C:27]([CH3:28])=[C:26]([C:2]2[C:7]([C:8]([C:10]3[CH:15]=[CH:14][CH:13]=[CH:12][C:11]=3[Cl:16])=[O:9])=[CH:6][CH:5]=[CH:4][N:3]=2)[N:25]=[N:24]1. Reported procedure: Dissolve (2-bromo-pyridin-3-yl)-(2-chloro-phenyl)-methanone (148 mg, 0.50 mmol) and 1-(3,5-bis-trifluoromethyl-benzyl)-5-methyl-4-tributylstannanyl-1H-[1,2,3]triazole (449 mg, 0.75 mmol) in DMF (5 mL) and degass, then add dichlorobis(triphenylphosphine) palladium (70 mg, 0.10 mmol). Seal the mixture under N2 and heat at 80° C. for 24 hours. Concentrate, dissolve in CHCl3, wash with saturated potassium fluoride solution (2×), saturated potassium bicarbonate solution, brine, dry over MgSO4 and con... Reactants: C, CCO, CC(C)(C)OC(=O)c1ccccc1[N+](=O)[O-], [Pd]. The product is CC(C)(C)OC(=O)c1ccccc1N. As a reaction SMILES: [C:20].[CH3:17][CH2:18][OH:19].[N+:1]([O-:2])(=[O:3])[c:4]1[c:5]([C:6](=[O:7])[O:8][C:9]([CH3:10])([CH3:11])[CH3:12])[cH:13][cH:14][cH:15][cH:16]1.[Pd:21]>>[NH2:1][c:4]1[c:5]([C:6](=[O:7])[O:8][C:9]([CH3:10])([CH3:11])[CH3:12])[cH:13][cH:14][cH:15][cH:16]1. The reactants are [Br-], CC[Mg+], C1CCOC1, CCC(=O)c1ccc(-c2cc(NCc3ccc(CO)c(CO)c3)ccc2C)c(C)c1. The product is CCC(O)(CC)c1ccc(-c2cc(NCc3ccc(CO)c(CO)c3)ccc2C)c(C)c1. Reaction SMILES: [Br-:31].[CH2:32]([CH3:33])[Mg+:34].[CH2:35]1[O:36][CH2:37][CH2:38][CH2:39]1.[OH:1][CH2:2][c:3]1[cH:4][c:5]([CH2:6][NH:7][c:8]2[cH:9][cH:10][c:11]([CH3:25])[c:12](-[c:14]3[c:15]([CH3:24])[cH:16][c:17]([C:20]([CH2:21][CH3:22])=[O:23])[cH:18][cH:19]3)[cH:13]2)[cH:26][cH:27][c:28]1[CH2:29][OH:30]>>[OH:1][CH2:2][c:3]1[cH:4][c:5]([CH2:6][NH:7][c:8]2[cH:9][cH:10][c:11]([CH3:25])[c:12](-[c:14]3[c:15]([CH3:24])[cH:16][c:17]([C:20]([CH2:21][CH3:22])([OH:23])[CH2:32][CH3:33])[cH:18][cH:19]3)[cH:13]2)[cH:26][cH:27][c:28]1[CH2:29][OH:30]. Reactants: CN(C=O)C (dimethylformamide), FC1=CC=C(C#N)C=C1 (p-fluorobenzonitrile), C(=O)([O-])[O-].[Na+].[Na+] (Na2CO3), N1C=NC=C1 (imidazole). The solvent is C(Cl)(Cl)Cl (chloroform). Reaction conditions: temperature 125 celsius, time 3 day. The product is N1(C=NC=C1)C(=O)C1=CC=C(C#N)C=C1 (4-[N-imidazoyl]benzonitrile). The yield is 48.0%. As a reaction SMILES: [NH:1]1[CH:5]=[CH:4][N:3]=[CH:2]1.CN(C)[CH:8]=[O:9].F[C:12]1[CH:19]=[CH:18][C:15]([C:16]#[N:17])=[CH:14][CH:13]=1.C([O-])([O-])=O.[Na+].[Na+]>C(Cl)(Cl)Cl>[N:1]1([C:8]([C:12]2[CH:19]=[CH:18][C:15]([C:16]#[N:17])=[CH:14][CH:13]=2)=[O:9])[CH:5]=[CH:4][N:3]=[CH:2]1 |f:3.4.5|. Reported procedure: 30 mmoles of [2-14C] imidazole were dissolved in 2.5 ml chloroform and mixed with 18 ml dimethylformamide containing 30.2 mmoles of p-fluorobenzonitrile and 3.2 g Na2CO3. The mixture was stirred at 125° C. for three days [Johnson, J. Med. Chem., Vol. 12, p. 1024 (1969)]. The product was isolated and recrystallized twice from benzene: hexanes (1:1). Yield 48%; mp 152°-154°; elemental analysis: found: 70.85% C, 4.13% H and 24.81% N; theoretical: 70.99% C, 4.17% H and 24.84% N. The reactants are CC1=NC=2C(NC(=CC2)C#N)=N1 (2-methylimidazo[4,5-b]pyridine-5-carbonitrile), CS(=O)(=O)OCC1=C(C=C(C=C1)Br)Cl (4-bromo-2-chlorobenzyl methanesulfonate), O (water), [H-].[Na+] (sodium hydride). The solvent is CN(C=O)C (N,N-dimethylformamide). Reaction conditions: time 30 minute. Product: BrC1=CC(=C(CN2C(=NC=3C2=NC(=CC3)C#N)C)C=C1)Cl (3-(4-bromo-2-chlorobenzyl)-2-methyl-3H-imidazo[4,5-b]pyridine-5-carbonitrile), BrC1=CC(=C(CN2C(=NC3=NC(=CC=C32)C#N)C)C=C1)Cl (1-(4-bromo-2-chlorobenzyl)-2-methyl-1H-imidazo[4,5-b]pyridine-5-carbonitrile). Reaction SMILES: [CH3:1][C:2]1[N:12]=[C:5]2[NH:6][C:7]([C:10]#[N:11])=[CH:8][CH:9]=[C:4]2[N:3]=1.[H-].[Na+].CS(O[CH2:20][C:21]1[CH:26]=[CH:25][C:24]([Br:27])=[CH:23][C:22]=1[Cl:28])(=O)=O.O>CN(C)C=O>[Br:27][C:24]1[CH:25]=[CH:26][C:21]([CH2:20][N:12]2[C:5]3=[N:6][C:7]([C:10]#[N:11])=[CH:8][CH:9]=[C:4]3[N:3]=[C:2]2[CH3:1])=[C:22]([Cl:28])[CH:23]=1.[Br:27][C:24]1[CH:25]=[CH:26][C:21]([CH2:20][N:3]2[C:4]3[C:5](=[N:6][C:7]([C:10]#[N:11])=[CH:8][CH:9]=3)[N:12]=[C:2]2[CH3:1])=[C:22]([Cl:28])[CH:23]=1 |f:1.2|. Procedure details: To a suspension of 2-methylimidazo[4,5-b]pyridine-5-carbonitrile (200 mg) in N,N-dimethylformamide (2 ml) was added sodium hydride (70% in mineral oil, 55 mg) under ice-cooling, and the mixture was stirred for 30 min. To this reaction mixture was added 4-bromo-2-chlorobenzyl methanesulfonate (450 mg), and the mixture was stirred for 2 hr at room temperature. The reaction mixture was poured into water and the product was extracted three times with ethyl acetate. The organic layers were combined a...